Task: describe an organic reaction: reactants, conditions, products, and yield. Dataset: the Open Reaction Database (ORD), a public repository of structured organic reaction records The reactants are CCOC(C)=O, CCN(C(C)C)C(C)C, O=C=NC(=O)Cc1ccc(F)cc1, Nc1ccc(Oc2ccnc(NC(=O)N3CCC(N4CCC4)CC3)c2)cc1, C1CCOC1. Product: O=C(Cc1ccc(F)cc1)NC(=O)Nc1ccc(Oc2ccnc(NC(=O)N3CCC(N4CCC4)CC3)c2)cc1. Reaction SMILES: [CH3:55][CH2:56][O:57][C:58](=[O:59])[CH3:60].[CH:46]([N:47]([CH:48]([CH3:49])[CH3:50])[CH2:51][CH3:52])([CH3:53])[CH3:54].[F:28][c:29]1[cH:30][cH:31][c:32]([CH2:35][C:36](=[O:37])[N:38]=[C:39]=[O:40])[cH:33][cH:34]1.[NH2:1][c:2]1[cH:3][cH:4][c:5]([O:6][c:7]2[cH:8][c:9]([NH:13][C:14](=[O:15])[N:16]3[CH2:17][CH2:18][CH:19]([N:22]4[CH2:23][CH2:24][CH2:25]4)[CH2:20][CH2:21]3)[n:10][cH:11][cH:12]2)[cH:26][cH:27]1.[O:41]1[CH2:42][CH2:43][CH2:44][CH2:45]1>>[NH:1]([c:2]1[cH:3][cH:4][c:5]([O:6][c:7]2[cH:8][c:9]([NH:13][C:14](=[O:15])[N:16]3[CH2:17][CH2:18][CH:19]([N:22]4[CH2:23][CH2:24][CH2:25]4)[CH2:20][CH2:21]3)[n:10][cH:11][cH:12]2)[cH:26][cH:27]1)[C:39]([NH:38][C:36]([CH2:35][c:32]1[cH:31][cH:30][c:29]([F:28])[cH:34][cH:33]1)=[O:37])=[O:40]. The reactants are C1(CCCCC1)CC(=O)O (2-cyclohexylacetic acid), Cl.CN(CCCN=C=NCC)C (1-(3-dimethylaminopropyl)-3-ethyl carbodiimide hydrochloride), O1C(CCCC1)N1N=C(C2=CC(=CC=C12)C1=NN(C=N1)C(C1=CC=CC=C1)(C1=CC=CC=C1)C1=CC=CC=C1)C=1C=C(C=CC1)N (3-{1-perhydro-2H-pyran-2-yl-5-[1-(triphenylmethyl)(1,2,4-triazol-3-yl)]-1H-indazol-3-yl}phenylamine). The solvent is ClCCl (dichloromethane), ClCCl (dichloromethane). Reaction conditions: time 8 hour. The product is C1(CCCCC1)CC(=O)NC1=CC(=CC=C1)C1=NN(C2=CC=C(C=C12)C1=NN(C=N1)C(C1=CC=CC=C1)(C1=CC=CC=C1)C1=CC=CC=C1)C1OCCCC1 (2-Cyclohexyl-N-(3-{1-perhydro-2H-pyran-2-yl-5-[1-(triphenylmethyl)(1,2,4-triazol-3-yl)](1H-indazol-3-yl)}phenyl)acetamide). RXN SMILES: [CH:1]1([CH2:7][C:8]([OH:10])=O)[CH2:6][CH2:5][CH2:4][CH2:3][CH2:2]1.Cl.CN(C)CCCN=C=NCC.[O:23]1[CH2:28][CH2:27][CH2:26][CH2:25][CH:24]1[N:29]1[C:37]2[C:32](=[CH:33][C:34]([C:38]3[N:42]=[CH:41][N:40]([C:43]([C:56]4[CH:61]=[CH:60][CH:59]=[CH:58][CH:57]=4)([C:50]4[CH:55]=[CH:54][CH:53]=[CH:52][CH:51]=4)[C:44]4[CH:49]=[CH:48][CH:47]=[CH:46][CH:45]=4)[N:39]=3)=[CH:35][CH:36]=2)[C:31]([C:62]2[CH:63]=[C:64]([NH2:68])[CH:65]=[CH:66][CH:67]=2)=[N:30]1>ClCCl>[CH:1]1([CH2:7][C:8]([NH:68][C:64]2[CH:65]=[CH:66][CH:67]=[C:62]([C:31]3[C:32]4[C:37](=[CH:36][CH:35]=[C:34]([C:38]5[N:42]=[CH:41][N:40]([C:43]([C:44]6[CH:45]=[CH:46][CH:47]=[CH:48][CH:49]=6)([C:50]6[CH:55]=[CH:54][CH:53]=[CH:52][CH:51]=6)[C:56]6[CH:61]=[CH:60][CH:59]=[CH:58][CH:57]=6)[N:39]=5)[CH:33]=4)[N:29]([CH:24]4[CH2:25][CH2:26][CH2:27][CH2:28][O:23]4)[N:30]=3)[CH:63]=2)=[O:10])[CH2:2][CH2:3][CH2:4][CH2:5][CH2:6]1 |f:1.2|. Reported procedure: To a solution of 2-cyclohexylacetic acid (0.071 g, 0.498 mmol) in 2.0 mL of dichloromethane, was added 1-(3-dimethylaminopropyl)-3-ethyl carbodiimide hydrochloride (EDCI) as a solid (0.105 g, 0.548 mmol). The solution was stirred at room temperature for 10 min before 3-{1-perhydro-2H-pyran-2-yl-5-[1-(triphenylmethyl)(1,2,4-triazol-3-yl)]-1H-indazol-3-yl}phenylamine (0.150 g, 0.248 mmol), dissolved in 1 mL of dichloromethane was added. The reaction was stirred at room temperature overnight. The r... Starting materials: CN(C)S(=O)(=O)Cl, CN(C)c1ccncc1, ClCCl, NCc1csc2cncn12, [Na+], O=C([O-])O. Product: CN(C)S(=O)(=O)NCc1csc2cncn12. As a reaction SMILES: [CH3:11][N:12]([S:13](=[O:14])(=[O:15])[Cl:16])[CH3:17].[CH3:26][N:27]([CH3:28])[c:29]1[cH:30][cH:31][n:32][cH:33][cH:34]1.[Cl:23][CH2:24][Cl:25].[NH2:1][CH2:2][c:3]1[n:4]2[c:5]([s:6][cH:7]1)[cH:8][n:9][cH:10]2.[Na+:18].[OH:19][C:20](=[O:21])[O-:22]>>[NH:1]([CH2:2][c:3]1[n:4]2[c:5]([s:6][cH:7]1)[cH:8][n:9][cH:10]2)[S:13]([N:12]([CH3:11])[CH3:17])(=[O:14])=[O:15]. Starting materials: CC=1C=CC(=CC1)C(=O)O (p-toluic acid), C(C1=CC=C(C(=O)O)C=C1)(=O)O (terephthalic acid), CC=1C=CC(=CC1)C(=O)O (p-toluic acid). The reagents and catalysts are [Ru] (ruthenium). Yields the product C(=O)=O (carbon dioxide), C(=O)(O)C1=CC=C(C=O)C=C1 (4-carboxybenzaldehyde). RXN SMILES: CC1C=CC([C:8]([OH:10])=[O:9])=CC=1.[C:11](O)(=[O:21])[C:12]1[CH:20]=[CH:19][C:15]([C:16]([OH:18])=[O:17])=[CH:14][CH:13]=1>[Ru]>[C:8](=[O:10])=[O:9].[C:16]([C:15]1[CH:19]=[CH:20][C:12]([CH:11]=[O:21])=[CH:13][CH:14]=1)([OH:18])=[O:17]. Procedure: The reaction was conducted in the same manner as in Example 16 except that a product formed by charging 0.42 g of ruthenium chloride, 4.78 g of the deficient silicotungstate (K8 [SiW11O39 ].13H2O) obtained in Example 1 and 150 ml of water into a reactor at the same time (ruthenium concentration 1,000 ppm, a molar ratio of ruthenium to heteropoly-acid salt=1:1) was used as a catalyst. Consequently, the conversion of p-toluic acid was 75%. The selectivity for terephthalic acid relative to p-toluic... The reactants are C=1C=C(C2=C(C1)CCCN2C)C. The reagents and catalysts are O1BOC=2C=CC=CC12, N(CC)(CC)CC, OC(C)(C)C(O)(C)C, FC=1C(F)=C(F)C(B(C=2C(F)=C(F)C(F)=C(F)C2F)C=3C(F)=C(F)C(F)=C(F)C3F)=C(F)C1F. Solvent: C=1C=CC(=CC1)C. Run at temperature 120 celsius, time 48 hour. The product is O1B(OC(C)(C)C1(C)C)C=2C=C(C3=C(C2)CCCN3C)C. Yield: 75.0%. Procedure: Prepared from 1,8-dimethyl-1,2,3,4-tetrahydroquinoline (1l, 32.2 mg, 0.200 mmol, 1.00 equiv) and catBH (36.0 mg, 0.300 mmol, 1.50 equiv) according to GP 1. The title compound was purified by flash column chromatography using cyclohexane/EtOAc/Et3N (30/1/1) as eluent to afford 3l (43.1 mg, 75%) as a white solid